Dataset: the Open Reaction Database (ORD), a public repository of structured organic reaction records. Task: describe an organic reaction: reactants, conditions, products, and yield Starting materials: Nc1n[nH]c(-c2ccccc2)c1Br, Nc1cc[nH]n1, C1CCOC1, O=C1Nc2ccccc2C1=CO, Cc1cccc2c1C(=CO)C(=O)N2. Yields the product Cc1cccc2c1C(=CNc1n[nH]c(-c3ccccc3)c1Br)C(=O)N2. Reaction SMILES: [Br:26][c:27]1[c:28]([NH2:38])[n:29][nH:30][c:31]1-[c:32]1[cH:33][cH:34][cH:35][cH:36][cH:37]1.[NH2:39][c:40]1[cH:41][cH:42][nH:43][n:44]1.[O:45]1[CH2:46][CH2:47][CH2:48][CH2:49]1.[OH:14][CH:15]=[C:16]1[C:17](=[O:18])[NH:19][c:20]2[c:21]1[cH:22][cH:23][cH:24][cH:25]2.[OH:1][CH:2]=[C:3]1[C:4](=[O:13])[NH:5][c:6]2[cH:7][cH:8][cH:9][c:10]([CH3:12])[c:11]21>>[CH:2](=[C:3]1[C:4](=[O:13])[NH:5][c:6]2[cH:7][cH:8][cH:9][c:10]([CH3:12])[c:11]21)[NH:38][c:28]1[c:27]([Br:26])[c:31](-[c:32]2[cH:33][cH:34][cH:35][cH:36][cH:37]2)[nH:30][n:29]1. The reactants are CCOC(=O)c1sc(Br)c(Br)c1Cl, C1CCOC1, Cl, [Li+], [OH-], O. The product is O=C(O)c1sc(Br)c(Br)c1Cl. Reaction SMILES: [Br:1][c:2]1[c:3]([Cl:13])[c:4]([C:8](=[O:9])[O:10][CH2:11][CH3:12])[s:5][c:6]1[Br:7].[CH2:16]1[O:17][CH2:18][CH2:19][CH2:20]1.[ClH:21].[Li+:14].[OH-:15].[OH2:22]>>[Br:1][c:2]1[c:3]([Cl:13])[c:4]([C:8](=[O:9])[OH:10])[s:5][c:6]1[Br:7]. Reactants: O (water), BrC1=C(CC(C(=O)OCC)C(=O)OCC)C(=CC=C1)Cl (Diethyl 2-(2-bromo-6-chlorobenzyl)malonate), O (water), [Cl-].[Li+] (lithium chloride). The solvent is CS(=O)C (dimethylsulfoxide). The product is BrC1=C(C(=CC=C1)Cl)CCC(=O)OCC (Ethyl 3-(2-bromo-6-chlorophenyl)propanoate). As a reaction SMILES: [Br:1][C:2]1[CH:19]=[CH:18][CH:17]=[C:16]([Cl:20])[C:3]=1[CH2:4][CH:5](C(OCC)=O)[C:6]([O:8][CH2:9][CH3:10])=[O:7].O.[Cl-].[Li+]>CS(C)=O>[Br:1][C:2]1[CH:19]=[CH:18][CH:17]=[C:16]([Cl:20])[C:3]=1[CH2:4][CH2:5][C:6]([O:8][CH2:9][CH3:10])=[O:7] |f:2.3|. Reported procedure: Diethyl 2-(2-bromo-6-chlorobenzyl)malonate (13.0 g, 35.7 mmol), water (1.29 mL, 71.5 mmol) and lithium chloride (3.03 g, 71.50 mmol) in dimethylsulfoxide (75 mL) were heated to +185° C. for 1 h. The solution was allowed to cool. 75 mL of water was added. The mixture was extracted with ethyl acetate. The organic phase was washed with water and aqueous NaHCO3. The organic phase was separated, dried over MgSO4, filtered and the solvent was removed by rotary evaporation to give the title compound. Y... Starting materials: CCN(CC)C1=CC=C(C=C1)N=NC2=CC=CC=C2C(=O)O (Ethyl red), CCN1/C(=C/C2=CC=[N+](C3=CC=CC=C23)CC)/C=CC4=CC=CC=C41.[I-] (1,1'-diethyl-2,4'-cyanine iodide), COC1=C(C(=C(C(=C1F)F)C(O)(C1=CC=CC=C1)C(O)(C1=C(C(=C(C(=C1F)F)OC)F)F)C1=CC=CC=C1)F)F (4,4"-dimethoxy-2,3,5,6,2",3",5",6"-octafluorobenzopinacol). The solvent is CC(=O)C.COCCO (acetone 2-methoxyethanol), CC(=O)C.COCCO (acetone 2-methoxyethanol). Conditions: temperature 160 celsius. The product is C1(=CC=CC=C1)C(O)(C1=CC=CC=C1)C(O)(C1=CC=CC=C1)C1=CC=CC=C1 (benzopinacol). Reaction SMILES: CCN(C1C=CC(N=NC2C(C(O)=O)=CC=CC=2)=CC=1)CC.CCN1C2C(=CC=CC=2)C=C/C/1=C\C1C2C(=CC=CC=2)[N+](CC)=CC=1.[I-].CO[C:51]1[C:56](F)=[C:55](F)[C:54]([C:59]([C:67]([C:81]2[CH:86]=[CH:85][CH:84]=[CH:83][CH:82]=2)([C:69]2[C:74](F)=[C:73](F)[C:72](OC)=[C:71](F)[C:70]=2F)[OH:68])([C:61]2[CH:66]=[CH:65][CH:64]=[CH:63][CH:62]=2)[OH:60])=[C:53](F)[C:52]=1F>CC(C)=O.COCCO>[C:69]1([C:67]([C:59]([C:61]2[CH:66]=[CH:65][CH:64]=[CH:63][CH:62]=2)([C:54]2[CH:53]=[CH:52][CH:51]=[CH:56][CH:55]=2)[OH:60])([C:81]2[CH:86]=[CH:85][CH:84]=[CH:83][CH:82]=2)[OH:68])[CH:74]=[CH:73][CH:72]=[CH:71][CH:70]=1 |f:1.2,4.5|. Procedure details: Ethyl red (2.0 mg), 1,1'-diethyl-2,4'-cyanine iodide, was dissolved in 2.0 ml. of acetone/2-methoxyethanol. Then, 50 mg of 4,4"-dimethoxy-2,3,5,6,2",3",5",6"-octafluorobenzopinacol was added. The solution was mixed with 1.0 ml of 20 percent polysulfonamide polymer solution (acetone/2-methoxyethanol (1:1)). The solution was mixed and coated on poly(ethylene terephthalate) film base at a wet thickness of 0.098 mm. It was allowed to dry at 49° C. for 15 minutes. The dye in the film had λ max at 565... The reactants are C(C)NC (N-ethylmethylamine), C=1C=CC2=C(C1)N=NN2O (HOBt), O (H2O), OC1=CC(=NC2=CC=CC=C12)C(=O)O (4-Hydroxyquinoline-2-carboxylic acid), CCN=C=NCCCN(C)C.Cl (WSC.HCl), C(O)([O-])=O.[Na+] (sodium hydrogen carbonate). Solvent: CN(C)C=O (DMF). Conditions: time 3 hour. The product is C(C)N(C(=O)C1=NC2=CC=CC=C2C(=C1)O)C (N-ethyl-4-hydroxy-N-methyl-quinoline-2-carboxamide). Yield: 50.5%. As a reaction SMILES: [OH:1][C:2]1[C:11]2[C:6](=[CH:7][CH:8]=[CH:9][CH:10]=2)[N:5]=[C:4]([C:12]([OH:14])=O)[CH:3]=1.[CH2:15]([NH:17][CH3:18])[CH3:16].CCN=C=NCCCN(C)C.Cl.C1C=CC2N(O)N=NC=2C=1.O.C(=O)([O-])O.[Na+]>CN(C=O)C>[CH2:15]([N:17]([CH3:18])[C:12]([C:4]1[CH:3]=[C:2]([OH:1])[C:11]2[C:6](=[CH:7][CH:8]=[CH:9][CH:10]=2)[N:5]=1)=[O:14])[CH3:16] |f:2.3,6.7|. Procedure: 4-Hydroxyquinoline-2-carboxylic acid (1.00 g, 5.29 mmol) was dissolved in DMF (10 mL), and N-ethylmethylamine (91 μL, 10.6 mmol), WSC.HCl (2.03 g, 10.6 mmol), and HOBt.H2O (1.62 g, 10.6 mmol), were added thereto, and the mixture was stirred at room temperature for 3 hours. To the mixture, an aqueous sodium hydrogen carbonate solution was added, and the mixture was extracted with ethyl acetate. The organic layer was washed with saturated brine and dried over anhydrous magnesium sulfate, and the s...